This data is from the Open Reaction Database (ORD), a public repository of structured organic reaction records. The task is: describe an organic reaction: reactants, conditions, products, and yield Reactants: C=CC1OC(C#CC2CC2)(C(F)(F)F)c2cc(Cl)ccc2NC1=O, C=[N+]=[N-], CC(=O)[O-], CC(=O)[O-], [Pd+2]. The product is O=C1Nc2ccc(Cl)cc2C(C#CC2CC2)(C(F)(F)F)OC1C1CC1. As a reaction SMILES: [Cl:1][c:2]1[cH:3][cH:4][c:5]2[c:6]([cH:24]1)[C:7]([C:15]([F:16])([F:17])[F:18])([C:19]#[C:20][CH:21]1[CH2:22][CH2:23]1)[O:8][CH:9]([CH:13]=[CH2:14])[C:10](=[O:12])[NH:11]2.[N+:25](=[N-:26])=[CH2:27].[O-:29][C:30]([CH3:31])=[O:32].[O-:33][C:34]([CH3:35])=[O:36].[Pd+2:28]>>[Cl:1][c:2]1[cH:3][cH:4][c:5]2[c:6]([cH:24]1)[C:7]([C:15]([F:16])([F:17])[F:18])([C:19]#[C:20][CH:21]1[CH2:22][CH2:23]1)[O:8][CH:9]([CH:13]1[CH2:14][CH2:27]1)[C:10](=[O:12])[NH:11]2. The reactants are C(=O)([O-])[O-].[K+].[K+] (K2CO3), O (water), Cl.C(C1=CC=CC=C1)OC1=CC=C(N)C=C1 (4-(benzyloxy)aniline hydrochloride), ClC1=NC=C(C=C1[N+](=O)[O-])C (2-chloro-5-methyl-3-nitropyridine), TEA. Run in CN(C)C=O (DMF). Yield: 22.8%. Procedure details: To a mixture of 4-(benzyloxy)aniline hydrochloride (4.10 g) and 2-chloro-5-methyl-3-nitropyridine (3.0 g) in DMF (30 mL) was added TEA (7.27 mL) at room temperature, and the mixture was stirred at room temperature for 2 h. The mixture was heated to 60° C. After stirring at 60° C. overnight, K2CO3 (4.81 g) was added to the mixture. The mixture was heated to 100° C. and stirred at 100° C. overnight. The mixture was poured into water and the mixture was extracted with AcOEt. The combined organic la... The product is C(C1=CC=CC=C1)OC1=CC=C(C=C1)NC1=NC=C(C=C1[N+](=O)[O-])C (N-[4-(benzyloxy)phenyl]-5-methyl-3-nitropyridin-2-amine). Reaction conditions: time 2 hour. Reaction SMILES: Cl.[CH2:2]([O:9][C:10]1[CH:16]=[CH:15][C:13]([NH2:14])=[CH:12][CH:11]=1)[C:3]1[CH:8]=[CH:7][CH:6]=[CH:5][CH:4]=1.Cl[C:18]1[C:23]([N+:24]([O-:26])=[O:25])=[CH:22][C:21]([CH3:27])=[CH:20][N:19]=1.C([O-])([O-])=O.[K+].[K+].O>CN(C=O)C>[CH2:2]([O:9][C:10]1[CH:11]=[CH:12][C:13]([NH:14][C:18]2[C:23]([N+:24]([O-:26])=[O:25])=[CH:22][C:21]([CH3:27])=[CH:20][N:19]=2)=[CH:15][CH:16]=1)[C:3]1[CH:4]=[CH:5][CH:6]=[CH:7][CH:8]=1 |f:0.1,3.4.5|. Product: O=C(O)Cc1c(Oc2ccc3c(c2)OCO3)cccc1Oc1ccc2c(c1)OCO2. Reaction SMILES: [CH2:3]1[O:4][c:5]2[cH:6][c:7]([O:8][c:9]3[c:10]([CH2:11][C:12]#[N:13])[c:14]([O:18][c:19]4[cH:20][c:21]5[c:22]([cH:23][cH:24]4)[O:25][CH2:26][O:27]5)[cH:15][cH:16][cH:17]3)[cH:28][cH:29][c:30]2[O:31]1.[CH3:33][CH2:34][OH:35].[K+:2].[OH-:1].[OH2:32]>>[O:1]=[C:12]([CH2:11][c:10]1[c:9]([O:8][c:7]2[cH:6][c:5]3[c:30]([cH:29][cH:28]2)[O:31][CH2:3][O:4]3)[cH:17][cH:16][cH:15][c:14]1[O:18][c:19]1[cH:20][c:21]2[c:22]([cH:23][cH:24]1)[O:25][CH2:26][O:27]2)[OH:32]. Reactants: N#CCc1c(Oc2ccc3c(c2)OCO3)cccc1Oc1ccc2c(c1)OCO2, CCO, [K+], [OH-], O. Yields the product CC(=O)Nc1ccc(OC(=O)CO)cc1. As a reaction SMILES: [C:1]([CH3:2])(=[O:3])[NH:4][c:5]1[cH:6][cH:7][c:8]([O:11][C:12]([CH2:13][O:14][CH2:15][c:16]2[cH:17][cH:18][cH:19][cH:20][cH:21]2)=[O:22])[cH:9][cH:10]1.[CH3:25][OH:26].[H:23][H:24]>>[C:1]([CH3:2])(=[O:3])[NH:4][c:5]1[cH:6][cH:7][c:8]([O:11][C:12]([CH2:13][OH:14])=[O:22])[cH:9][cH:10]1. The reactants are CC(=O)Nc1ccc(OC(=O)COCc2ccccc2)cc1, CO, [H][H]. Reaction conditions: time 1 hour. RXN SMILES: [ClH:1].C(OCC)C.[CH2:7]1[O:36][C:35]2[CH:34]=[CH:33][C:11]([CH2:12][CH2:13][N:14]([CH2:16][CH2:17][N:18]3[C:24]4[CH:25]=[CH:26][CH:27]=[CH:28][C:23]=4[CH2:22][O:21][C:20]4[CH:29]=[CH:30][CH:31]=[CH:32][C:19]3=4)[CH3:15])=[CH:10][C:9]=2[O:8]1>>[ClH:1].[CH3:15][N:14]([CH2:16][CH2:17][N:18]1[C:24]2[CH:25]=[CH:26][CH:27]=[CH:28][C:23]=2[CH2:22][O:21][C:20]2[CH:29]=[CH:30][CH:31]=[CH:32][C:19]1=2)[CH2:13][CH2:12][C:11]1[CH:33]=[CH:34][C:35]2[O:36][CH2:7][O:8][C:9]=2[CH:10]=1 |f:0.1,3.4|. Isolated yield 80.0%. Reported procedure: 5 ml of 2 M hydrochloric acid/ethyl ether was added to 5,11-dihydro-5-[2-[N-(3,4-methylenedioxyphenethyl)-N-methylamino]ethyl]dibenzo[b,e][1,4]oxazepine (282 mg, 0.70 mmol), and they were stirred for 1 hour. The solvent was evaporated under reduced pressure to obtain the title compound in the form of a yellow solid (246 mg, 80%). The reactants are Cl.C(C)OCC (hydrochloric acid ethyl ether), C1OC=2C=C(CCN(C)CCN3C4=C(OCC5=C3C=CC=C5)C=CC=C4)C=CC2O1 (5,11-dihydro-5-[2-[N-(3,4-methylenedioxyphenethyl)-N-methylamino]ethyl]dibenzo[b,e][1,4]oxazepine). Product: Cl.CN(CCC1=CC2=C(C=C1)OCO2)CCN2C1=C(OCC3=C2C=CC=C3)C=CC=C1 (5,11-Dihydro-5-[2-[N-methyl-N-(3,4-methylenedioxyphenethyl) amino]ethyl]dibenzo[b,e][1,4]oxazepine Hydrochloride), solid. The reactants are COC(=O)C(CC(C)(C)c1cc(F)ccc1Br)C(=O)c1ccccc1, Cc1ccccc1, C=C[Sn](CCCC)(CCCC)CCCC, c1ccc(P(c2ccccc2)(c2ccccc2)[Pd](P(c2ccccc2)(c2ccccc2)c2ccccc2)(P(c2ccccc2)(c2ccccc2)c2ccccc2)P(c2ccccc2)(c2ccccc2)c2ccccc2)cc1. Product: C=Cc1ccc(F)cc1C(C)(C)CC(C(=O)OC)C(=O)c1ccccc1. As a reaction SMILES: [CH3:1][O:2][C:3]([CH:4]([CH2:5][C:6]([CH3:7])([CH3:8])[c:9]1[c:10]([Br:16])[cH:11][cH:12][c:13]([F:15])[cH:14]1)[C:17]([c:18]1[cH:19][cH:20][cH:21][cH:22][cH:23]1)=[O:24])=[O:25].[CH3:41][c:42]1[cH:43][cH:44][cH:45][cH:46][cH:47]1.[CH:26](=[CH2:27])[Sn:28]([CH2:29][CH2:30][CH2:31][CH3:32])([CH2:33][CH2:34][CH2:35][CH3:36])[CH2:37][CH2:38][CH2:39][CH3:40].[cH:48]1[cH:49][cH:50][c:51]([P:52]([Pd:53]([P:54]([c:55]2[cH:56][cH:57][cH:58][cH:59][cH:60]2)([c:61]2[cH:62][cH:63][cH:64][cH:65][cH:66]2)[c:67]2[cH:68][cH:69][cH:70][cH:71][cH:72]2)([P:73]([c:74]2[cH:75][cH:76][cH:77][cH:78][cH:79]2)([c:80]2[cH:81][cH:82][cH:83][cH:84][cH:85]2)[c:86]2[cH:87][cH:88][cH:89][cH:90][cH:91]2)[P:92]([c:93]2[cH:94][cH:95][cH:96][cH:97][cH:98]2)([c:99]2[cH:100][cH:101][cH:102][cH:103][cH:104]2)[c:105]2[cH:106][cH:107][cH:108][cH:109][cH:110]2)([c:111]2[cH:112][cH:113][cH:114][cH:115][cH:116]2)[c:117]2[cH:118][cH:119][cH:120][cH:121][cH:122]2)[cH:123][cH:124]1>>[CH3:1][O:2][C:3]([CH:4]([CH2:5][C:6]([CH3:7])([CH3:8])[c:9]1[c:10]([CH:26]=[CH2:27])[cH:11][cH:12][c:13]([F:15])[cH:14]1)[C:17]([c:18]1[cH:19][cH:20][cH:21][cH:22][cH:23]1)=[O:24])=[O:25]. Reactants: C(C1=CC=CC=C1)OC=1C=C(C(CBr)=O)C=CC1OCC1=CC=CC=C1 (3,4-dibenzyloxyphenacyl bromide), C(C)(=O)NC1=CC=C(OCCNCC2=CC=CC=C2)C=C1 (N-[2-(4-acetamidophenoxy)ethyl]benzylamine), C([O-])([O-])=O.[Na+].[Na+] (sodium carbonate), C(C)O (ethanol). Run in C(C)(C)O (isopropanol). Product: C(C1=CC=CC=C1)N(CC(C1=CC(=C(C=C1)OCC1=CC=CC=C1)OCC1=CC=CC=C1)=O)CCOC1=CC=C(C=C1)NC(C)=O (N-benzyl-N-(3,4-dibenzyloxybenzoyl)methyl-2-(4-acetamidophenoxy)ethylamine). The yield is 66.9%. Reaction SMILES: [CH2:1]([O:8][C:9]1[CH:10]=[C:11]([CH:16]=[CH:17][C:18]=1[O:19][CH2:20][C:21]1[CH:26]=[CH:25][CH:24]=[CH:23][CH:22]=1)[C:12](=[O:15])[CH2:13]Br)[C:2]1[CH:7]=[CH:6][CH:5]=[CH:4][CH:3]=1.[C:27]([NH:30][C:31]1[CH:47]=[CH:46][C:34]([O:35][CH2:36][CH2:37][NH:38][CH2:39][C:40]2[CH:45]=[CH:44][CH:43]=[CH:42][CH:41]=2)=[CH:33][CH:32]=1)(=[O:29])[CH3:28].C(=O)([O-])[O-].[Na+].[Na+].C(O)C>C(O)(C)C>[CH2:39]([N:38]([CH2:37][CH2:36][O:35][C:34]1[CH:33]=[CH:32][C:31]([NH:30][C:27](=[O:29])[CH3:28])=[CH:47][CH:46]=1)[CH2:13][C:12](=[O:15])[C:11]1[CH:16]=[CH:17][C:18]([O:19][CH2:20][C:21]2[CH:26]=[CH:25][CH:24]=[CH:23][CH:22]=2)=[C:9]([O:8][CH2:1][C:2]2[CH:7]=[CH:6][CH:5]=[CH:4][CH:3]=2)[CH:10]=1)[C:40]1[CH:41]=[CH:42][CH:43]=[CH:44][CH:45]=1 |f:2.3.4|. Procedure: A mixture of 3,4-dibenzyloxyphenacyl bromide (32.8 g.), N-[2-(4-acetamidophenoxy)ethyl]benzylamine (22.8 g.), anhydrous sodium carbonate (8.4 g.) and ethanol (1 liter) was boiled under reflux for 2 hours, then filtered hot to remove the inorganic sediment and evaporated in vacuo to afford a thick syrup. The latter was dissolved in hot isopropanol and the solution cooled, the precipitated solid then being collected by filtration. To a hot solution of the solid in fresh isopropanol were added a fe... Reactants: FC=1C(=C(C=CC1)N=P(C1=CC=CC=C1)(C1=CC=CC=C1)C1=CC=CC=C1)[N+](=O)[O-] (3-fluoro-2-nitro-N-(triphenylphosphoranylidene)benzenamine), C(=O)(C(F)(F)F)O (TFA). Solvent: O (water). Yields the product FC=1C(=C(C=CC1)N)[N+](=O)[O-] (3-Fluoro-2-nitrophenylamine). Yield: 99.7%. As a reaction SMILES: [F:1][C:2]1[C:3]([N+:28]([O-:30])=[O:29])=[C:4]([N:8]=P(C2C=CC=CC=2)(C2C=CC=CC=2)C2C=CC=CC=2)[CH:5]=[CH:6][CH:7]=1.C(O)(C(F)(F)F)=O>O>[F:1][C:2]1[C:3]([N+:28]([O-:30])=[O:29])=[C:4]([NH2:8])[CH:5]=[CH:6][CH:7]=1. Procedure details: A 2-5 mL microwave vial equipped with a magnetic follower was charged with 3-fluoro-2-nitro-N-(triphenylphosphoranylidene)benzenamine (585 mg, 1.4 mmol), water (3 mL) and TFA (0.1 mL). The reaction mixture was irradiated at 160° C. for 15 min and then partitioned between water and EtOAc. The organic layer was separated and washed with an saturated aqueous solution of sodium bicarbonate and brine, dried over Na2SO4, filtered and concentrated. The residue was subjected to flash chromatography (Si—...